Dataset: the Open Reaction Database (ORD), a public repository of structured organic reaction records. Task: describe an organic reaction: reactants, conditions, products, and yield The reactants are [Na+].[Cl-] (NaCl), BrN1C(CCC1=O)=O (N-bromosuccinimide), OC1=CC2=C(N(C=N2)C2=CC=CC=C2)C=C1 (5-hydroxy-1-phenylbenzimidazole). Solvent: CN(C)C=O (DMF), CN(C)C=O (DMF). Yields the product Cl.BrC1=C(C=CC=2N(C=NC21)C2=CC=CC=C2)O (4-Bromo-5-Hydroxy-1-phenylbenzimidazole hydrochloride). Reaction SMILES: [Br:1]N1C(=O)CCC1=O.[OH:9][C:10]1[CH:24]=[CH:23][C:13]2[N:14]([C:17]3[CH:22]=[CH:21][CH:20]=[CH:19][CH:18]=3)[CH:15]=[N:16][C:12]=2[CH:11]=1.[Na+].[Cl-:26]>CN(C=O)C>[ClH:26].[Br:1][C:11]1[C:12]2[N:16]=[CH:15][N:14]([C:17]3[CH:22]=[CH:21][CH:20]=[CH:19][CH:18]=3)[C:13]=2[CH:23]=[CH:24][C:10]=1[OH:9] |f:2.3,5.6|. Procedure details: A solution of N-bromosuccinimide (0.72 g, 4.04 mmol) in DMF (5 mL) was added dropwise at room temperature to a solution of 5-hydroxy-1-phenylbenzimidazole (0.85 g, 4.04 mmol) in DMF (30 mL). After 1 hour the solution was diluted with aqueous NaCl and extracted into EtOAc, and the extract was worked up to give a solid which was chromatographed on silica gel. Elution with EtOAc/petroleum ether (1:1) gave foreruns, while EtOAc eluted Example 64 (0.88 g, 75%). HCl salt: mp (MeOH/Et2O) 244-246° C. Reaction SMILES: [Cl:30][CH2:31][Cl:32].[OH:1][CH:2]1[CH:3]([n:8]2[n:9][c:10](-[c:15]3[c:16](-[c:24]4[cH:25][cH:26][cH:27][cH:28][cH:29]4)[n:17][n:18]4[c:19]3[cH:20][cH:21][cH:22][cH:23]4)[cH:11][cH:12][c:13]2=[O:14])[CH2:4][CH2:5][CH2:6][CH2:7]1>>[O:1]=[C:2]1[CH:3]([n:8]2[n:9][c:10](-[c:15]3[c:16](-[c:24]4[cH:25][cH:26][cH:27][cH:28][cH:29]4)[n:17][n:18]4[c:19]3[cH:20][cH:21][cH:22][cH:23]4)[cH:11][cH:12][c:13]2=[O:14])[CH2:4][CH2:5][CH2:6][CH2:7]1. The product is O=C1CCCCC1n1nc(-c2c(-c3ccccc3)nn3ccccc23)ccc1=O. Starting materials: ClCCl, O=c1ccc(-c2c(-c3ccccc3)nn3ccccc23)nn1C1CCCCC1O.